Task: describe an organic reaction: reactants, conditions, products, and yield. Dataset: the Open Reaction Database (ORD), a public repository of structured organic reaction records Starting materials: CC(C)(C)OC(=O)N1CCC(=O)CC1, ClCCl, NCc1noc(-c2cc3cnccc3o2)n1. Product: CC(C)(C)OC(=O)N1CCC(NCc2noc(-c3cc4cnccc4o3)n2)CC1. Reaction SMILES: [C:17]([CH3:18])([CH3:19])([CH3:20])[O:21][C:22](=[O:23])[N:24]1[CH2:25][CH2:26][C:27](=[O:30])[CH2:28][CH2:29]1.[Cl:31][CH2:32][Cl:33].[o:1]1[c:2](-[c:10]2[n:11][c:12]([CH2:15][NH2:16])[n:13][o:14]2)[cH:3][c:4]2[cH:5][n:6][cH:7][cH:8][c:9]12>>[o:1]1[c:2](-[c:10]2[n:11][c:12]([CH2:15][NH:16][CH:27]3[CH2:26][CH2:25][N:24]([C:22]([O:21][C:17]([CH3:18])([CH3:19])[CH3:20])=[O:23])[CH2:29][CH2:28]3)[n:13][o:14]2)[cH:3][c:4]2[cH:5][n:6][cH:7][cH:8][c:9]12. Reactants: BrC1=CC=C(C=O)C=C1 (4-bromobenzaldehyde), C(CO)O (ethylene glycol), C1(=CC=C(C=C1)S(=O)(=O)O)C (p-toluenesulfonic acid). Run in C1(=CC=CC=C1)C (toluene). Yields the product C1COC(C2=CC=C(C=C2)Br)O1 (4-bromobenzaldehyde ethylene ketal). As a reaction SMILES: [Br:1][C:2]1[CH:9]=[CH:8][C:5]([CH:6]=[O:7])=[CH:4][CH:3]=1.[CH2:10](O)[CH2:11][OH:12].C1(C)C=CC(S(O)(=O)=O)=CC=1>C1(C)C=CC=CC=1>[CH2:11]1[O:12][CH:6]([C:5]2[CH:8]=[CH:9][C:2]([Br:1])=[CH:3][CH:4]=2)[O:7][CH2:10]1. Reported procedure: A mixture of 100 g 4-bromobenzaldehyde, 40 ml ethylene glycol, 800 ml of toluene and a catalytic amount of p-toluenesulfonic acid was refluxed for 2 hours, removing water with a Dean-Stark trap. The mixture was then cooled and poured into cold dilute potassium carbonate solution, extracted three times with ether and dried (MgSO4). Solvent was removed under reduced pressure, giving 118 g of 4-bromobenzaldehyde ethylene ketal (23) as a solid. The product is FC(SC[C@H]1NC[C@H](C1)SC1=C(N2C([C@@H]([C@H]2[C@H]1C)[C@@H](C)O)=O)C(=O)O)F ((4R,5S,6S)-3-[(2S,4S)-2-(difluoromethyl)thiomethylpyrrolidin-4-ylthio]-6-[(1R)-1-hydroxyethyl]-4-methyl-7-oxo-1-azabicyclo[3.2.0]hept-2-ene-2-carboxylic acid). The reactants are [H][H] (hydrogen), FC(SC[C@H]1N(C[C@H](C1)SC1=C(N2C([C@@H]([C@H]2[C@H]1C)[C@@H](C)O)=O)C(=O)OCC1=CC=C(C=C1)[N+](=O)[O-])C(=O)OCC1=CC=C(C=C1)[N+](=O)[O-])F (4-nitrobenzyl (4R,5S,6S)-3-[(2S,4S)-2-(difluoromethyl)thiomethyl-1-(4-nitrobenzyloxycarbonyl)pyrrolidin-4-ylthio]-6-[(1R)-1-hydroxyethyl]-4-methyl-7-oxo-1-azabicyclo[3.2.0]hept-2-ene-2-carboxylate), P(=O)([O-])([O-])[O-] (phosphate). Reaction SMILES: [F:1][CH:2]([F:49])[S:3][CH2:4][C@@H:5]1[CH2:9][C@H:8]([S:10][C:11]2[C@H:17]([CH3:18])[C@H:16]3[N:13]([C:14](=[O:22])[C@@H:15]3[C@H:19]([OH:21])[CH3:20])[C:12]=2[C:23]([O:25]CC2C=CC([N+]([O-])=O)=CC=2)=[O:24])[CH2:7][N:6]1C(OCC1C=CC([N+]([O-])=O)=CC=1)=O.P([O-])([O-])([O-])=O.[H][H]>[OH-].[OH-].[Pd+2].O1CCCC1>[F:49][CH:2]([F:1])[S:3][CH2:4][C@@H:5]1[CH2:9][C@H:8]([S:10][C:11]2[C@H:17]([CH3:18])[C@H:16]3[N:13]([C:14](=[O:22])[C@@H:15]3[C@H:19]([OH:21])[CH3:20])[C:12]=2[C:23]([OH:25])=[O:24])[CH2:7][NH:6]1 |f:3.4.5|. The reagents and catalysts are [OH-].[OH-].[Pd+2] (palladium hydroxide on carbon). Yield: 58.0%. Procedure details: A mixture of 4-nitrobenzyl (4R,5S,6S)-3-[(2S,4S)-2-(difluoromethyl)thiomethyl-1-(4-nitrobenzyloxycarbonyl)pyrrolidin-4-ylthio]-6-[(1R)-1-hydroxyethyl]-4-methyl-7-oxo-1-azabicyclo[3.2.0]hept-2-ene-2-carboxylate (0.58 g), 20% palladium hydroxide on carbon (0.5 g), 0.05M phosphate buffer (pH 6.3, 18 ml) and tetrahydrofuran (18 ml) was stirred at ambient temperature for 4 hours under atmospheric pressure of hydrogen. After the catalyst was filtered off, the filtrate was concentrated under reduced pr... The solvent is O1CCCC1 (tetrahydrofuran). Reactants: CCOC(=O)C.O (EtOAc water), [H-].[Na+] (Sodium hydride), C(#N)C1=C(C=C(C(=O)OC)C=C1)O (Methyl 4-Cyano-3-hydroxybenzoate), IC (Iodomethane). Solvent: CN(C)C=O (DMF). Run at time 2 hour. Product: C(#N)C1=C(C=C(C(=O)OC)C=C1)OC (Methyl 4-Cyano-3-methoxybenzoate). Isolated yield 96.0%. As a reaction SMILES: [H-].[Na+].[C:3]([C:5]1[CH:14]=[CH:13][C:8]([C:9]([O:11][CH3:12])=[O:10])=[CH:7][C:6]=1[OH:15])#[N:4].IC.[CH3:18]COC(C)=O.O>CN(C=O)C>[C:3]([C:5]1[CH:14]=[CH:13][C:8]([C:9]([O:11][CH3:12])=[O:10])=[CH:7][C:6]=1[O:15][CH3:18])#[N:4] |f:0.1,4.5|. Procedure: Sodium hydride (9 g, 0.24 mol as 60% wt. disp. mineral oil) was added to a solution of the phenol from Step C (36.1 g, 204 mmol) in 400 mL of dry DMF at room temperature. Iodomethane was added (14 mL. 0.22 mol) was added, and the reaction was stirred for 2 hours. The mixture was poured into EtOAc/water, and the organic layer was washed with water and brine (4x), dried (Na2SO4), and concentrated in vacuo to provide the titled product (37.6 g, 96% yield). Starting materials: [H-].[Al+3].[Li+].[H-].[H-].[H-] (lithium aluminum hydride), CC1=CC=C(C=C1)S(=O)(=O)OC[C@H](CC[C@@H](C(C)(C)OC(C)OCC)F)[C@H]1CC[C@H]2[C@@H]3CC=C4C[C@H](C[C@@H]([C@]4(C)[C@H]3CC[C@]12C)OC1OCCCC1)OC1OCCCC1 ([1α,3β,24S]-1,3-bis[(tetrahydro-2H-pyran-2-yl)oxy]-25-(1-ethoxyethoxy)-24-fluorocholest-5-en-21-ol 21-(4methylbenzenesulfonate)). The solvent is O1CCCC1 (tetrahydrofuran). Run at temperature 60 celsius, time 1 hour. The product is O1C(CCCC1)O[C@H]1C[C@@H](CC2=CC[C@H]3[C@@H]4CC[C@H]([C@@H](CC[C@@H](C(C)(C)OC(C)OCC)F)C)[C@]4(CC[C@@H]3[C@@]12C)C)OC1OCCCC1 ([1α,3β,24S]-1,3-bis[(tetrahydro-2H-pyran-2-yl)oxy]-25-(1-ethoxyethoxy)-24-fluorocholest-5-ene). Reaction SMILES: [H-].[Al+3].[Li+].[H-].[H-].[H-].CC1C=CC(S(O[CH2:18][C@@H:19]([C@@H:33]2[C@:50]3([CH3:51])[C@H:36]([C@H:37]4[C@H:47]([CH2:48][CH2:49]3)[C@:45]3([CH3:46])[C:40]([CH2:41][C@@H:42]([O:59][CH:60]5[CH2:65][CH2:64][CH2:63][CH2:62][O:61]5)[CH2:43][C@@H:44]3[O:52][CH:53]3[CH2:58][CH2:57][CH2:56][CH2:55][O:54]3)=[CH:39][CH2:38]4)[CH2:35][CH2:34]2)[CH2:20][CH2:21][C@H:22]([F:32])[C:23]([O:26][CH:27]([O:29][CH2:30][CH3:31])[CH3:28])([CH3:25])[CH3:24])(=O)=O)=CC=1>O1CCCC1>[O:54]1[CH2:55][CH2:56][CH2:57][CH2:58][CH:53]1[O:52][C@@H:44]1[C@@:45]2([CH3:46])[C:40](=[CH:39][CH2:38][C@@H:37]3[C@@H:47]2[CH2:48][CH2:49][C@@:50]2([CH3:51])[C@H:36]3[CH2:35][CH2:34][C@@H:33]2[C@H:19]([CH3:18])[CH2:20][CH2:21][C@H:22]([F:32])[C:23]([O:26][CH:27]([O:29][CH2:30][CH3:31])[CH3:28])([CH3:25])[CH3:24])[CH2:41][C@@H:42]([O:59][CH:60]2[CH2:65][CH2:64][CH2:63][CH2:62][O:61]2)[CH2:43]1 |f:0.1.2.3.4.5|. Procedure: A mixture of 0.033 g. (0.00088 mole) of lithium aluminum hydride, 4 ml. of tetrahydrofuran, and 0.223 g. (0.00026 mole) of [1α,3β,24S]-1,3-bis[(tetrahydro-2H-pyran-2-yl)oxy]-25-(1-ethoxyethoxy)-24-fluorocholest-5-en-21-ol 21-(4methylbenzenesulfonate) was heated at reflux (60° C.) for 1 hr and cooled to 0° C. The mixture was diluted with 12 ml. of ether and quenched with the dropwise addition of 0.07 ml. of water and 0.05 ml. of 10% aqueous sodium hydroxide solution. The mixture was then stirred ... Starting materials: ClCCl, COc1cc(C)c(S(=O)(=O)N(C)CCOCC(=O)O)c(C)c1, CCN=C=NCCCN(C)C, CCN(C(C)C)C(C)C, c1c(CN2CCCCC2)sc2c1CNCC2, On1nnc2cccnc21. The product is COc1cc(C)c(S(=O)(=O)N(C)CCOCC(=O)N2CCc3sc(CN4CCCCC4)cc3C2)c(C)c1. Reaction SMILES: [CH2:69]([Cl:70])[Cl:71].[CH3:1][O:2][c:3]1[cH:4][c:5]([CH3:22])[c:6]([S:10](=[O:11])(=[O:12])[N:13]([CH3:14])[CH2:15][CH2:16][O:17][CH2:18][C:19](=[O:20])[OH:21])[c:7]([CH3:9])[cH:8]1.[CH3:42][CH2:43][N:44]=[C:45]=[N:46][CH2:47][CH2:48][CH2:49][N:50]([CH3:51])[CH3:52].[CH:23]([N:24]([CH:25]([CH3:26])[CH3:27])[CH2:28][CH3:29])([CH3:30])[CH3:31].[N:53]1([CH2:59][c:60]2[cH:61][c:62]3[c:67]([s:68]2)[CH2:66][CH2:65][NH:64][CH2:63]3)[CH2:54][CH2:55][CH2:56][CH2:57][CH2:58]1.[OH:32][n:33]1[c:34]2[n:35][cH:36][cH:37][cH:38][c:39]2[n:40][n:41]1>>[CH3:1][O:2][c:3]1[cH:4][c:5]([CH3:22])[c:6]([S:10](=[O:11])(=[O:12])[N:13]([CH3:14])[CH2:15][CH2:16][O:17][CH2:18][C:19](=[O:21])[N:64]2[CH2:63][c:62]3[cH:61][c:60]([CH2:59][N:53]4[CH2:54][CH2:55][CH2:56][CH2:57][CH2:58]4)[s:68][c:67]3[CH2:66][CH2:65]2)[c:7]([CH3:9])[cH:8]1. Reactants: FC(S(=O)(=O)OC=1C(=NC=C(C1)CO[Si](C)(C)C(C)(C)C)C1=C(C=CC(=C1)OC)F)(F)F (5-(((tert-butyldimethylsilyl)oxy)methyl)-2-(2-fluoro-5-methoxyphenyl)pyridin-3-yl trifluoromethanesulfonate), solution, C(C(C)(C)C)[Mg]Cl (neopentylmagnesium chloride), Cl (Hydrochloric acid). The reagents and catalysts are CC(C)C1=C(C(=CC=C1)C(C)C)N2CN(C=C2)C3=C(C=CC=C3C(C)C)C(C)C.C1=CC(=CN=C1)Cl.Cl[Pd]Cl (PEPPSI-SIPr). Run in C1CCOC1 (THF), C(C)OCC (diethyl ether). Reaction conditions: time 10 minute. The product is crude product, [Si](C)(C)(C(C)(C)C)OCC=1C=C(C(=NC1)C1=C(C=CC(=C1)OC)F)CC(C)(C)C (5-(((tert-butyldimethylsilyl)oxy)methyl)-2-(2-fluoro-5-methoxyphenyl)-3-neopentylpyridine). RXN SMILES: FC(F)(F)S(O[C:7]1[C:8]([C:22]2[CH:27]=[C:26]([O:28][CH3:29])[CH:25]=[CH:24][C:23]=2[F:30])=[N:9][CH:10]=[C:11]([CH2:13][O:14][Si:15]([C:18]([CH3:21])([CH3:20])[CH3:19])([CH3:17])[CH3:16])[CH:12]=1)(=O)=O.[CH2:33]([Mg]Cl)[C:34]([CH3:37])([CH3:36])[CH3:35].Cl>C1COCC1.C(OCC)C.CC(C1C=CC=C(C(C)C)C=1N1C=CN(C2C(C(C)C)=CC=CC=2C(C)C)C1)C.C1C=NC=C(Cl)C=1.Cl[Pd]Cl>[Si:15]([O:14][CH2:13][C:11]1[CH:12]=[C:7]([CH2:33][C:34]([CH3:37])([CH3:36])[CH3:35])[C:8]([C:22]2[CH:27]=[C:26]([O:28][CH3:29])[CH:25]=[CH:24][C:23]=2[F:30])=[N:9][CH:10]=1)([C:18]([CH3:21])([CH3:20])[CH3:19])([CH3:16])[CH3:17] |f:5.6.7|. Procedure: Under an argon atmosphere, to a solution of 5-(((tert-butyldimethylsilyl)oxy)methyl)-2-(2-fluoro-5-methoxyphenyl)pyridin-3-yl trifluoromethanesulfonate (2.72 g) and PEPPSI-SIPr (trade name) (374 mg) in THF (25 mL) was added dropwise a 1.0 M solution (24 mL) of neopentylmagnesium chloride in diethyl ether, and the mixture was stirred at room temperature for 10 min. 1N Hydrochloric acid was added at room temperature, and the mixture was extracted with ethyl acetate. The extract was washed with wat...